describe an organic reaction: reactants, conditions, products, and yield From a dataset of the Open Reaction Database (ORD), a public repository of structured organic reaction records. Reactants: ClC=1C(=C(C(=C(C(=S)OCC)C1)C)C1=CC(=NO1)C)C (ethyl 5-chloro-2-methyl-3-(3-methylisoxazol-5-yl)-4-methylthiobenzoate), C([O-])([O-])=O.[K+].[K+] (potassium carbonate), CS (methyl mercaptan). The solvent is CN(C)C=O (DMF), CN(C)C=O (DMF). Reaction conditions: time 23 hour. Product: CC1=C(C(=S)OCC)C=CC(=C1C1=CC(=NO1)C)C (ethyl 2-methyl-3-(3-methylisoxazol-5-yl)-4-methylthiobenzoate). Isolated yield 65.3%. RXN SMILES: Cl[C:2]1[C:3]([CH3:20])=[C:4]([C:14]2[O:18][N:17]=[C:16]([CH3:19])[CH:15]=2)[C:5]([CH3:13])=[C:6]([CH:12]=1)[C:7]([O:9][CH2:10][CH3:11])=[S:8].C(=O)([O-])[O-].[K+].[K+].CS>CN(C=O)C>[CH3:13][C:5]1[C:4]([C:14]2[O:18][N:17]=[C:16]([CH3:19])[CH:15]=2)=[C:3]([CH3:20])[CH:2]=[CH:12][C:6]=1[C:7]([O:9][CH2:10][CH3:11])=[S:8] |f:1.2.3|. Reported procedure: 0.50 g of the obtained ethyl 5-chloro-2-methyl-3-(3-methylisoxazol-5-yl)-4-methylthiobenzoate and 1.06 g of potassium carbonate were added to 15 ml of DMF, and further a solution of 0.36 g of methyl mercaptan dissolved in 5 ml of DMF was dropped at room temperature. The resulting solution was stirred at room temperature for 23 hours. The same procedure as that in Example 1 was repeated to give 0.29 g of the title compound as white crystals. 0.08 g of ethyl 5-chloro-2-methyl-3-(3-methylisoxazol-5... Reactants: [Li]CCCC, C1CCOC1, CCCCCC, [Cl-], Cc1c(F)cccc1Cl, [NH4+], O=C=O. The product is Cc1c(Cl)ccc(C(=O)O)c1F. RXN SMILES: [CH2:10]([Li:11])[CH2:12][CH2:13][CH3:14].[CH2:20]1[O:21][CH2:22][CH2:23][CH2:24]1.[CH3:25][CH2:26][CH2:27][CH2:28][CH2:29][CH3:30].[Cl-:18].[Cl:1][c:2]1[cH:3][cH:4][cH:5][c:6]([F:9])[c:7]1[CH3:8].[NH4+:19].[O:15]=[C:16]=[O:17]>>[Cl:1][c:2]1[cH:3][cH:4][c:5]([C:16](=[O:15])[OH:17])[c:6]([F:9])[c:7]1[CH3:8].